Dataset: the Open Reaction Database (ORD), a public repository of structured organic reaction records. Task: describe an organic reaction: reactants, conditions, products, and yield Starting materials: O=C([O-])[O-], O=C(CC(c1ccc(O)cc1)c1ccon1)N1C(=O)OCC1Cc1ccccc1, CCOC(C)=O, FC(F)(F)c1ccc(-c2ccc(CCl)s2)cc1, [Cs+], [Cs+], CN(C)C=O. Product: O=C(CC(c1ccc(OCc2ccc(-c3ccc(C(F)(F)F)cc3)s2)cc1)c1ccon1)N1C(=O)OCC1Cc1ccccc1. As a reaction SMILES: [C:47](=[O:48])([O-:49])[O-:50].[CH2:18]([c:19]1[cH:20][cH:21][cH:22][cH:23][cH:24]1)[CH:25]1[N:26]([C:31]([CH2:32][CH:33]([c:34]2[n:35][o:36][cH:37][cH:38]2)[c:39]2[cH:40][cH:41][c:42]([OH:45])[cH:43][cH:44]2)=[O:46])[C:27](=[O:30])[O:28][CH2:29]1.[CH3:58][CH2:59][O:60][C:61]([CH3:62])=[O:63].[Cl:1][CH2:2][c:3]1[s:4][c:5](-[c:8]2[cH:9][cH:10][c:11]([C:14]([F:15])([F:16])[F:17])[cH:12][cH:13]2)[cH:6][cH:7]1.[Cs+:51].[Cs+:52].[O:53]=[CH:54][N:55]([CH3:56])[CH3:57]>>[CH2:2]([c:3]1[s:4][c:5](-[c:8]2[cH:9][cH:10][c:11]([C:14]([F:15])([F:16])[F:17])[cH:12][cH:13]2)[cH:6][cH:7]1)[O:45][c:42]1[cH:41][cH:40][c:39]([CH:33]([CH2:32][C:31]([N:26]2[CH:25]([CH2:18][c:19]3[cH:20][cH:21][cH:22][cH:23][cH:24]3)[CH2:29][O:28][C:27]2=[O:30])=[O:46])[c:34]2[n:35][o:36][cH:37][cH:38]2)[cH:44][cH:43]1. Starting materials: Cl.C(C)(C)(C)NN (tert.-butylhydrazine hydrochloride), C1(CCCCC1)=O (cyclohexanone), [C-]#N.[Na+] (sodium cyanide), O (water). Solvent: C(C)O (ethanol). Conditions: time 5 hour. The product is C(C)(C)(C)NNC1(CCCCC1)C#N (1-tert.-butylhydrazo-1-cyanocyclohexane). RXN SMILES: Cl.[C:2]([NH:6][NH2:7])([CH3:5])([CH3:4])[CH3:3].[C-:8]#[N:9].[Na+].O.[C:12]1(=O)[CH2:17][CH2:16][CH2:15][CH2:14][CH2:13]1>C(O)C>[C:2]([NH:6][NH:7][C:12]1([C:8]#[N:9])[CH2:17][CH2:16][CH2:15][CH2:14][CH2:13]1)([CH3:5])([CH3:4])[CH3:3] |f:0.1,2.3|. Reported procedure: To a rapidly stirred solution of 24.8 g. (0.2 m.) tert.-butylhydrazine hydrochloride and 9.8 g. (0.2 m.) sodium cyanide in 100 ml. of deionized water in a 250 ml. 4 neck round bottom flask, was added a solution of 19.6 g. (0.2 m.) of cyclohexanone in 15 ml. of ethanol. The reaction was stirred for 5 hours at room temperature and the allowed to stand overnight. The next morning the reaction was stirred an additional hour and filtered. The product was dried at 30° C. in a vacuum oven. The yield wa...